Task: describe an organic reaction: reactants, conditions, products, and yield. Dataset: the Open Reaction Database (ORD), a public repository of structured organic reaction records The reactants are FC1=CC(=C(N)C=C1)[N+](=O)[O-] (4-fluoro-2-nitroaniline), COC(C)(C)OC (2,2-dimethoxypropane), FC(C(=O)O)(F)F (TFA), COC(C)(C)OC (2,2-dimethoxypropane), FC1=CC(=C(N)C=C1)[N+](=O)[O-] (4-fluoro-2-nitroaniline). The reagents and catalysts are FC(C(=O)O)(F)F (trifluoroacetic acid). The solvent is C1(=CC=CC=C1)C (toluene), N1=CC=CC=C1 (pyridine), N1=CC=CC=C1 (pyridine), CCOC(=O)C.CCCCCC (EtOAc Hexane). Reaction conditions: time 1 hour. Product: FC1=CC(=C(NC(C)C)C=C1)[N+](=O)[O-] (4-fluoro-N-isopropyl-2-nitroaniline). Yield: 56.5%. As a reaction SMILES: [F:1][C:2]1[CH:8]=[CH:7][C:5]([NH2:6])=[C:4]([N+:9]([O-:11])=[O:10])[CH:3]=1.CO[C:14](OC)([CH3:16])[CH3:15].FC(F)(F)C(O)=O>C1(C)C=CC=CC=1.FC(F)(F)C(O)=O.N1C=CC=CC=1.CCOC(C)=O.CCCCCC>[F:1][C:2]1[CH:8]=[CH:7][C:5]([NH:6][CH:14]([CH3:16])[CH3:15])=[C:4]([N+:9]([O-:11])=[O:10])[CH:3]=1 |f:6.7|. Procedure: 4-fluoro-2-nitroaniline (15.6 g; 0.1 mole), 2,2-dimethoxypropane (24.6 ml; 0.2 mole) and trifluoroacetic acid [TFA] (23.1 ml; 0.005 moles) were dissolved in toluene (500 ml) and stirred for 1 hr. BH3 * pyridine (10.0 ml; 0.1 moles) was added in 1.0 ml increments. The reaction was exothermic, and the reaction progress was monitored by tlc 40% EtOAc/Hexane. Additional TFA, BH3 * pyridine and 2,2-dimethoxypropane were added until the tlc indicated that the 4-fluoro-2-nitroaniline was consumed. The ... The reactants are BrB(Br)Br, ClC(Cl)Cl, COc1ccc(Nc2cc3c(cc2Nc2ccccc2)C(=O)NC3=O)cc1. Product: O=C1NC(=O)c2cc(Nc3ccc(O)cc3)c(Nc3ccccc3)cc21. RXN SMILES: [B:28]([Br:29])([Br:30])[Br:31].[CH:32]([Cl:33])([Cl:34])[Cl:35].[NH:1]([c:2]1[cH:3][cH:4][cH:5][cH:6][cH:7]1)[c:8]1[cH:9][c:10]2[c:11]([cH:17][c:18]1[NH:19][c:20]1[cH:21][cH:22][c:23]([O:26][CH3:27])[cH:24][cH:25]1)[C:12](=[O:13])[NH:14][C:15]2=[O:16]>>[NH:1]([c:2]1[cH:3][cH:4][cH:5][cH:6][cH:7]1)[c:8]1[cH:9][c:10]2[c:11]([cH:17][c:18]1[NH:19][c:20]1[cH:21][cH:22][c:23]([OH:26])[cH:24][cH:25]1)[C:12](=[O:13])[NH:14][C:15]2=[O:16]. Reactants: O=C(Cl)c1ccccc1, CCOC(C)=O, CCOC(=O)C1CCNCC1, [Na+], [Na+], O=C([O-])[O-], O. The product is CCOC(=O)C1CCN(C(=O)c2ccccc2)CC1. RXN SMILES: [C:19]([c:20]1[cH:21][cH:22][cH:23][cH:24][cH:25]1)(=[O:26])[Cl:27].[CH3:28][CH2:29][O:30][C:31](=[O:32])[CH3:33].[NH:1]1[CH2:2][CH2:3][CH:4]([C:5](=[O:6])[O:7][CH2:8][CH3:9])[CH2:10][CH2:11]1.[Na+:12].[Na+:13].[O-:14][C:15](=[O:16])[O-:17].[OH2:18]>>[N:1]1([C:19]([c:20]2[cH:21][cH:22][cH:23][cH:24][cH:25]2)=[O:26])[CH2:2][CH2:3][CH:4]([C:5](=[O:6])[O:7][CH2:8][CH3:9])[CH2:10][CH2:11]1. Starting materials: OC1=CC=C(C=O)C=C1 (p-hydroxybenzaldehyde), ClCC=1N=CN(C1)C(C1=CC=CC=C1)(C1=CC=CC=C1)C1=CC=CC=C1 (4-chloromethyl-1-tritylimidazole), C([O-])([O-])=O.[K+].[K+] (potassium carbonate). Run in CN(C=O)C (N,N-dimethylformamide). Conditions: time 40 hour. The product is C(C1=CC=CC=C1)(C1=CC=CC=C1)(C1=CC=CC=C1)N1C=NC(=C1)COC1=CC=C(C=O)C=C1 (4-[(1-trityl-4-imidazolyl)methoxy]benzaldehyde). The yield is 51.8%. RXN SMILES: [OH:1][C:2]1[CH:9]=[CH:8][C:5]([CH:6]=[O:7])=[CH:4][CH:3]=1.Cl[CH2:11][C:12]1[N:13]=[CH:14][N:15]([C:17]([C:30]2[CH:35]=[CH:34][CH:33]=[CH:32][CH:31]=2)([C:24]2[CH:29]=[CH:28][CH:27]=[CH:26][CH:25]=2)[C:18]2[CH:23]=[CH:22][CH:21]=[CH:20][CH:19]=2)[CH:16]=1.C(=O)([O-])[O-].[K+].[K+]>CN(C)C=O>[C:17]([N:15]1[CH:16]=[C:12]([CH2:11][O:1][C:2]2[CH:9]=[CH:8][C:5]([CH:6]=[O:7])=[CH:4][CH:3]=2)[N:13]=[CH:14]1)([C:24]1[CH:25]=[CH:26][CH:27]=[CH:28][CH:29]=1)([C:30]1[CH:35]=[CH:34][CH:33]=[CH:32][CH:31]=1)[C:18]1[CH:23]=[CH:22][CH:21]=[CH:20][CH:19]=1 |f:2.3.4|. Procedure: 1.22 g of p-hydroxybenzaldehyde and 4.08 g of 4-chloromethyl-1-tritylimidazole were dissolved in 40 ml of N,N-dimethylformamide, followed by adding 1.66 g of anhydrous potassium carbonate and subsequently stirring at room temperature for 40 hours. The thus prepared reaction solution were partitioned between water and benzene, and the resulting organic layer was concentrated to dryness. The resulting residue was purified by subjecting it to silica gel column chromatography using chloroform as an ...